Dataset: the Open Reaction Database (ORD), a public repository of structured organic reaction records. Task: describe an organic reaction: reactants, conditions, products, and yield Reactants: BrC=1C=C2C=NN=C(C2=CC1)Cl (6-bromo-1-chlorophthalazine), CC1=C(C=C(C(=O)NC2=CC=NN2C)C=C1)B1OC(C(O1)(C)C)(C)C (4-methyl-N-(1-methyl-1H-pyrazol-5-yl)-3-(4,4,5,5-tetramethyl-1,3,2-dioxaborolan-2-yl)benzamide), C([O-])([O-])=O.[Na+].[Na+] (sodium carbonate), O (water). The reagents and catalysts are C=1C=CC(=CC1)[P](C=2C=CC=CC2)(C=3C=CC=CC3)[Pd]([P](C=4C=CC=CC4)(C=5C=CC=CC5)C=6C=CC=CC6)([P](C=7C=CC=CC7)(C=8C=CC=CC8)C=9C=CC=CC9)[P](C=1C=CC=CC1)(C=1C=CC=CC1)C=1C=CC=CC1 (tetrakis(triphenylphosphine)palladium). Run in COCCOC (DME). Conditions: temperature 80 celsius, time 16 hour. Product: ClC1=NN=CC2=CC(=CC=C12)C=1C=C(C(=O)NC2=CC=NN2C)C=CC1C (3-(1-chlorophthalazin-6-yl)-4-methyl-N-(1-methyl-1H-pyrazol-5-yl)benzamide). RXN SMILES: Br[C:2]1[CH:3]=[C:4]2[C:9](=[CH:10][CH:11]=1)[C:8]([Cl:12])=[N:7][N:6]=[CH:5]2.[CH3:13][C:14]1[CH:28]=[CH:27][C:17]([C:18]([NH:20][C:21]2[N:25]([CH3:26])[N:24]=[CH:23][CH:22]=2)=[O:19])=[CH:16][C:15]=1B1OC(C)(C)C(C)(C)O1.C(=O)([O-])[O-].[Na+].[Na+].O>COCCOC.C1C=CC([P]([Pd]([P](C2C=CC=CC=2)(C2C=CC=CC=2)C2C=CC=CC=2)([P](C2C=CC=CC=2)(C2C=CC=CC=2)C2C=CC=CC=2)[P](C2C=CC=CC=2)(C2C=CC=CC=2)C2C=CC=CC=2)(C2C=CC=CC=2)C2C=CC=CC=2)=CC=1>[Cl:12][C:8]1[C:9]2[C:4](=[CH:3][C:2]([C:15]3[CH:16]=[C:17]([CH:27]=[CH:28][C:14]=3[CH3:13])[C:18]([NH:20][C:21]3[N:25]([CH3:26])[N:24]=[CH:23][CH:22]=3)=[O:19])=[CH:11][CH:10]=2)[CH:5]=[N:6][N:7]=1 |f:2.3.4,^1:54,56,75,94|. Procedure details: To a 150 mL round-bottomed flask was added 6-bromo-1-chlorophthalazine (18, 357 mg, 1465 μmol), tetrakis(triphenylphosphine)palladium (84.7 mg, 73.3 μmol), 4-methyl-N-(1-methyl-1H-pyrazol-5-yl)-3-(4,4,5,5-tetramethyl-1,3,2-dioxaborolan-2-yl)benzamide (500 mg, 1465 μmol), sodium carbonate (466 mg, 4396 μmol). The reagents were dissolved in DME:water mixture (15 mL, 4:1). The reaction mixture was stirred at 80° C. for 16 hours. The reaction mixture was evaporated and residue dissolved in ethyl ace... Starting materials: CC1(CC=C(C=2C=C(C=CC12)C#CC1=CC=C(C(=O)OCC)C=C1)S(=O)(=O)CC)C (ethyl 4-[(7,8-dihydro-8,8-dimethyl-5-ethylsulfonylnaphth-3-yl)ethynyl]benzoate), CC1(CC=C(C=2C=C(C=CC12)C#CC1=CC=C(C(=O)OCC)C=C1)S(=O)(=O)CC)C (ethyl 4-[(7,8-dihydro-8,8-dimethyl-5-ethylsulfonylnaphth-3-yl)ethynyl]benzoate), CC1(CC=C(C=2C=C(C=CC12)C#CC1=CC=C(C(=O)OCC)C=C1)SC1=CC=CC=C1)C (ethyl 4-[(7,8-dihydro-8,8-dimethyl-5-phenylthionaphth-3-yl)ethynyl]benzoate), CC1(CC=C(C=2C=C(C=CC12)C#CC1=CC=C(C(=O)OCC)C=C1)SC1=CC=CC=C1)C (ethyl 4-[(7,8-dihydro-8,8-dimethyl-5-phenylthionaphth-3-yl)ethynyl]benzoate). Product: CC1(CC=C(C=2C=C(C=CC12)C#CC1=CC=C(C(=O)OCC)C=C1)S(=O)(=O)C1=CC=CC=C1)C (Ethyl 4-[(7,8-dihydro-8,8-dimethyl-5-phenylsulfonylnaphth-3-yl)ethynyl]benzoate). RXN SMILES: [CH3:1][C:2]1([CH3:30])[C:11]2[CH:10]=[CH:9][C:8]([C:12]#[C:13][C:14]3[CH:24]=[CH:23][C:17]([C:18]([O:20][CH2:21][CH3:22])=[O:19])=[CH:16][CH:15]=3)=[CH:7][C:6]=2[C:5]([S:25]([CH2:28][CH3:29])(=[O:27])=[O:26])=[CH:4][CH2:3]1.[CH3:31][C:32]1(C)C2C=CC(C#CC3C=CC(C(OCC)=O)=CC=3)=CC=2C(SC2C=CC=CC=2)=[CH:34][CH2:33]1>>[CH3:30][C:2]1([CH3:1])[C:11]2[CH:10]=[CH:9][C:8]([C:12]#[C:13][C:14]3[CH:15]=[CH:16][C:17]([C:18]([O:20][CH2:21][CH3:22])=[O:19])=[CH:23][CH:24]=3)=[CH:7][C:6]=2[C:5]([S:25]([C:28]2[CH:34]=[CH:33][CH:32]=[CH:31][CH:29]=2)(=[O:26])=[O:27])=[CH:4][CH2:3]1. Procedure details: Employing the same general procedure as for the preparation of ethyl 4-[(7,8-dihydro-8,8-dimethyl-5-ethylsulfonylnaphth-3-yl)ethynyl]benzoate (Compound 153), 50 mg (0.11 mmol) of ethyl 4-[(7,8-dihydro-8,8-dimethyl-5-phenylthionaphth-3-yl)ethynyl]benzoate (Compound 155) was converted into the title compound (white solid, recrystallized from ethyl alcohol) using 157 mg (0.46 mmol) of 50% 3-chloroperoxybenzoic acid. Reactants: O (water), N12CCCCCC2=NCCC1 (1,8-Diazabicyclo[5.4.0]undec-7-ene), ClC1N(C(C2=CC=CC=C12)=O)C1=NC2=NC(=CC=C2C=C1)Cl (3-chloro-2-(7-chloro-1,8-naphthyridin-2-yl)-1-isoindolinone), Cl.C(C)(C)N(CCCC(=O)O)C(C)C (4-diisopropylaminobutyric acid hydrochloride). Run in CN(C=O)C (dimethylformamide), C(Cl)Cl (methylene chloride). Conditions: temperature 20 celsius, time 20 hour. Yields the product C(C)(C)N(CCCC(=O)OC1N(C(C2=CC=CC=C12)=O)C1=NC2=NC(=CC=C2C=C1)Cl)C(C)C (2-(7-Chloro-1,8-naphthyridin-2-yl)-3-oxo-1-isoindolinyl 4-diisopropylaminobutyrate). The yield is 49.3%. RXN SMILES: N12CCCN=C1CCCCC2.Cl[CH:13]1[C:21]2[C:16](=[CH:17][CH:18]=[CH:19][CH:20]=2)[C:15](=[O:22])[N:14]1[C:23]1[CH:32]=[CH:31][C:30]2[C:25](=[N:26][C:27]([Cl:33])=[CH:28][CH:29]=2)[N:24]=1.Cl.[CH:35]([N:38]([CH:45]([CH3:47])[CH3:46])[CH2:39][CH2:40][CH2:41][C:42]([OH:44])=[O:43])([CH3:37])[CH3:36].O>CN(C)C=O.C(Cl)Cl>[CH:45]([N:38]([CH:35]([CH3:37])[CH3:36])[CH2:39][CH2:40][CH2:41][C:42]([O:44][CH:13]1[C:21]2[C:16](=[CH:17][CH:18]=[CH:19][CH:20]=2)[C:15](=[O:22])[N:14]1[C:23]1[CH:32]=[CH:31][C:30]2[C:25](=[N:26][C:27]([Cl:33])=[CH:28][CH:29]=2)[N:24]=1)=[O:43])([CH3:47])[CH3:46] |f:2.3|. Procedure details: 1,8-Diazabicyclo[5.4.0]undec-7-ene (10.7 g) is added dropwise to a suspension of 3-chloro-2-(7-chloro-1,8-naphthyridin-2-yl)-1-isoindolinone (9.9 g) and 4-diisopropylaminobutyric acid hydrochloride (6.7 g) in dimethylformamide (100 cc), and the mixture is stirred at a temperature in the region of 20° C. for 20 hours. The reaction mixture is then poured into water (130 cc). The solid obtained is separated by filtration and then dissolved in methylene chloride (200 cc). The organic extracts are wa... Starting materials: C1CCNCC1, CN(C)C=O, Cn1cc(-c2ccc3nc(N4CC(OS(=O)(=O)c5ccc([N+](=O)[O-])cc5)C4)sc3c2)cn1. Yields the product Cn1cc(-c2ccc3nc(N4CC(N5CCCCC5)C4)sc3c2)cn1. Reaction SMILES: [CH2:33]1[CH2:34][CH2:35][NH:36][CH2:37][CH2:38]1.[CH3:39][N:40]([CH3:41])[CH:42]=[O:43].[N+:1]([c:2]1[cH:3][cH:4][c:5]([S:6]([O:7][CH:14]2[CH2:15][N:16]([c:18]3[s:19][c:20]4[c:21]([n:22]3)[cH:23][cH:24][c:25](-[c:27]3[cH:28][n:29][n:30]([CH3:32])[cH:31]3)[cH:26]4)[CH2:17]2)(=[O:8])=[O:9])[cH:10][cH:11]1)([O-:12])=[O:13]>>[CH:14]1([N:36]2[CH2:35][CH2:34][CH2:33][CH2:38][CH2:37]2)[CH2:15][N:16]([c:18]2[s:19][c:20]3[c:21]([n:22]2)[cH:23][cH:24][c:25](-[c:27]2[cH:28][n:29][n:30]([CH3:32])[cH:31]2)[cH:26]3)[CH2:17]1. Reactants: N[C-]1C=CC=C1.[CH-]1C=CC=C1.[Fe+2] (aminoferrocene), C=O (paraformaldehyde), [BH3-]C#N.[Na+] (NaBH3CN), [OH-].[Na+] (NaOH). Solvent: C(C)(=O)O (acetic acid). Run at time 16 hour. The product is CN(C)[C-]1C=CC=C1.[CH-]1C=CC=C1.[Fe+2] (N,N-dimethylaminoferrocene). The yield is 182.1%. RXN SMILES: [NH2:1][C-:2]1[CH:6]=[CH:5][CH:4]=[CH:3]1.[CH-:7]1[CH:11]=[CH:10][CH:9]=[CH:8]1.[Fe+2:12].C=O.[BH3-][C:16]#N.[Na+].[OH-].[Na+]>C(O)(=O)C>[CH3:16][N:1]([C-:7]1[CH:11]=[CH:10][CH:9]=[CH:8]1)[CH3:2].[CH-:2]1[CH:6]=[CH:5][CH:4]=[CH:3]1.[Fe+2:12] |f:0.1.2,4.5,6.7,9.10.11|. Reported procedure: A solution of aminoferrocene (1.07 g, 5.32 mmol) in acetic acid (15 mL) under argon was treated with paraformaldehyde (1.59 g, 53.2 mmol) and NaBH3CN (1.67 g, 26.6 mmol) and stirred at room temperature for 16 h. The reaction mixture was brought to pH 12 by addition of 6 M aqueous NaOH solution, and extracted with hexanes (3×20 mL). The combined organic extract was washed with water and brine, dried over anhydrous Na2SO4, filtered and concentrated to approx. 5% of its original volume under reduce... The reactants are COC1=CC=C(C=C1)N=C=O (p-methoxyphenyl isocyanate), O1CCN(CC1)CCOC1CNCC1 (3-(2-morpholinoethoxy) pyrrolidine). Solvent: C1=CC=CC=C1 (benzene), C1=CC=CC=C1 (benzene). Reaction conditions: time 8 hour. The product is COC1=CC=C(C=C1)NC(=O)N1CC(CC1)OCCN1CCOCC1 (N-(4-Methoxyphenyl)-3-(2-morpholinoethoxy)-1-pyrrolidine-carboxamide). RXN SMILES: [CH3:1][O:2][C:3]1[CH:8]=[CH:7][C:6]([N:9]=[C:10]=[O:11])=[CH:5][CH:4]=1.[O:12]1[CH2:17][CH2:16][N:15]([CH2:18][CH2:19][O:20][CH:21]2[CH2:25][CH2:24][NH:23][CH2:22]2)[CH2:14][CH2:13]1>C1C=CC=CC=1>[CH3:1][O:2][C:3]1[CH:4]=[CH:5][C:6]([NH:9][C:10]([N:23]2[CH2:24][CH2:25][CH:21]([O:20][CH2:19][CH2:18][N:15]3[CH2:14][CH2:13][O:12][CH2:17][CH2:16]3)[CH2:22]2)=[O:11])=[CH:7][CH:8]=1. Reported procedure: Under anhydrous conditions 2.2 g. p-methoxyphenyl isocyanate in 10 ml. of reagent grade benzene was added dropwise to a stirring solution of 3.0 g. (0.15 mole) of 3-(2-morpholinoethoxy) pyrrolidine in 40 ml. of reagent grade benzene. After the addition was complete the reaction mixture was stirred overnight at room temperature and then concentrated at reduced pressure to give the theoretical yield of crude product, which would not crystallize nor form addition salts. The crude product was chroma...